Dataset: the Open Reaction Database (ORD), a public repository of structured organic reaction records. Task: describe an organic reaction: reactants, conditions, products, and yield Reactants: solution, C(C)OC(CCCCC(C(=O)O)CCC1=CC=C(C=C1)C#N)=O (2-[2-(4-cyanophenyl)ethyl]heptanedioic acid 7-ethyl ester), C([O-])(O)=O.[Na+] (sodium bicarbonate). Run in C1CCOC1 (THF). Conditions: temperature 0 celsius, time 2 hour. Product: C(#N)C1=CC=C(C=C1)CCC(CCCCC(=O)OCC)CO (Ethyl 8-(4-cyanophenyl)-6-hydroxymethyloctanoate). The yield is 60.0%. RXN SMILES: [CH2:1]([O:3][C:4](=[O:23])[CH2:5][CH2:6][CH2:7][CH2:8][CH:9]([CH2:13][CH2:14][C:15]1[CH:20]=[CH:19][C:18]([C:21]#[N:22])=[CH:17][CH:16]=1)[C:10](O)=[O:11])[CH3:2].C(=O)(O)[O-].[Na+]>C1COCC1>[C:21]([C:18]1[CH:17]=[CH:16][C:15]([CH2:14][CH2:13][CH:9]([CH2:10][OH:11])[CH2:8][CH2:7][CH2:6][CH2:5][C:4]([O:3][CH2:1][CH3:2])=[O:23])=[CH:20][CH:19]=1)#[N:22] |f:1.2|. Procedure: 54.19 ml of a 1 M borane-THF complex solution (54.19 mmol) are added dropwise to a solution of 8.6 g (27.1 mmol) of 2-[2-(4-cyanophenyl)ethyl]heptanedioic acid 7-ethyl ester from Example 84A in 200 ml of THF at −10° C. After warming to 0° C., the mixture is stirred at this temperature for 2 hours. After reaction is complete, saturated sodium bicarbonate solution is added to the reaction mixture, and the solvent is concentrated to dryness. The residue is taken up in dichloromethane, dried over so... The reactants are ClCC([C@H](CSC1=CC=CC=C1)NC(OCC1=CC=CC=C1)=O)=O (benzyl [3-chloro-2-oxo-(R)-1-(phenylthiomethyl)-propyl]-carbamate), CC([O-])C.[Al+3].CC([O-])C.CC([O-])C (aluminium isopropoxide), Cl (hydrochloric acid). Solvent: C(C)(C)O (isopropanol). Conditions: temperature 50 celsius, time 4 hour. The product is ClC[C@H]([C@H](CSC1=CC=CC=C1)NC(OCC1=CC=CC=C1)=O)O (benzyl (1R, 2S)-[3-chloro-2-hydroxy -1-(phenylthiomethyl)-propyl]-carbamate). Yield: 79.2%. Reaction SMILES: CC(C)[O-].[Al+3].CC(C)[O-].CC(C)[O-].[Cl:14][CH2:15][C:16](=[O:37])[C@@H:17]([NH:26][C:27](=[O:36])[O:28][CH2:29][C:30]1[CH:35]=[CH:34][CH:33]=[CH:32][CH:31]=1)[CH2:18][S:19][C:20]1[CH:25]=[CH:24][CH:23]=[CH:22][CH:21]=1.Cl>C(O)(C)C>[Cl:14][CH2:15][C@@H:16]([OH:37])[C@@H:17]([NH:26][C:27](=[O:36])[O:28][CH2:29][C:30]1[CH:31]=[CH:32][CH:33]=[CH:34][CH:35]=1)[CH2:18][S:19][C:20]1[CH:25]=[CH:24][CH:23]=[CH:22][CH:21]=1 |f:0.1.2.3|. Procedure: To a suspension of 2.15 g aluminium isopropoxide in 35 ml of isopropanol were added 3.64 g of benzyl [3-chloro-2-oxo-(R)-1-(phenylthiomethyl)-propyl]-carbamate and the mixture was stirred at 50° C./ 400 mbar for 4 hours. The mixture was cooled to 0° C., the pH was adjusted to 1 by adding hydrochloric acid and the isopropanol was evaporated. The residue was partitioned between water and dichloromethane and the organic layer was evaporated. The residue was chromatographed on silica to give 2.9 g (... The reactants are CCOC(C)=O, Clc1cc(Cl)c2c(Cl)ccnc2c1, Oc1ccc(F)cc1, [Na+], [OH-]. The product is Fc1ccc(Oc2ccnc3cc(Cl)cc(Cl)c23)cc1. Reaction SMILES: [CH3:22][CH2:23][O:24][C:25](=[O:26])[CH3:27].[Cl:1][c:2]1[cH:3][cH:4][n:5][c:6]2[cH:7][c:8]([Cl:13])[cH:9][c:10]([Cl:12])[c:11]12.[F:14][c:15]1[cH:16][cH:17][c:18]([OH:21])[cH:19][cH:20]1.[Na+:29].[OH-:28]>>[c:2]1([O:21][c:18]2[cH:17][cH:16][c:15]([F:14])[cH:20][cH:19]2)[cH:3][cH:4][n:5][c:6]2[cH:7][c:8]([Cl:13])[cH:9][c:10]([Cl:12])[c:11]12. The reactants are O=c1ccoc2cc(OCCCCCl)ccc12, c1ccc(N2CCNCC2)cc1. Yields the product O=c1ccoc2cc(OCCCCN3CCN(c4ccccc4)CC3)ccc12. Reaction SMILES: [Cl:1][CH2:2][CH2:3][CH2:4][CH2:5][O:6][c:7]1[cH:8][c:9]2[c:10]([c:11](=[O:15])[cH:12][cH:13][o:14]2)[cH:16][cH:17]1.[c:18]1([N:24]2[CH2:25][CH2:26][NH:27][CH2:28][CH2:29]2)[cH:19][cH:20][cH:21][cH:22][cH:23]1>>[CH2:2]([CH2:3][CH2:4][CH2:5][O:6][c:7]1[cH:8][c:9]2[c:10]([c:11](=[O:15])[cH:12][cH:13][o:14]2)[cH:16][cH:17]1)[N:27]1[CH2:26][CH2:25][N:24]([c:18]2[cH:19][cH:20][cH:21][cH:22][cH:23]2)[CH2:29][CH2:28]1. The reactants are CC(C)C(NC(=O)OC(C)(C)C)C(=O)NC(CCC(=O)OCc1ccccc1)C(=O)OCc1ccccc1, CCCCCCCCCCCCCCCC(=O)Cl. Product: CCCCCCCCCCCCCCCC(=O)NC(C(=O)NC(CCC(=O)OCc1ccccc1)C(=O)OCc1ccccc1)C(C)C. Reaction SMILES: [C:1]([O:2][C:3](=[O:4])[NH:8][CH:9]([CH:10]([CH3:11])[CH3:12])[C:13](=[O:14])[NH:15][CH:16]([CH2:17][CH2:18][C:19](=[O:20])[O:21][CH2:22][c:23]1[cH:24][cH:25][cH:26][cH:27][cH:28]1)[C:29](=[O:30])[O:31][CH2:32][c:33]1[cH:34][cH:35][cH:36][cH:37][cH:38]1)([CH3:5])([CH3:6])[CH3:7].[C:39]([CH2:40][CH2:41][CH2:42][CH2:43][CH2:44][CH2:45][CH2:46][CH2:47][CH2:48][CH2:49][CH2:50][CH2:51][CH2:52][CH2:53][CH3:54])(=[O:55])[Cl:56]>>[NH:8]([CH:9]([CH:10]([CH3:11])[CH3:12])[C:13](=[O:14])[NH:15][CH:16]([CH2:17][CH2:18][C:19](=[O:20])[O:21][CH2:22][c:23]1[cH:24][cH:25][cH:26][cH:27][cH:28]1)[C:29](=[O:30])[O:31][CH2:32][c:33]1[cH:34][cH:35][cH:36][cH:37][cH:38]1)[C:39]([CH2:40][CH2:41][CH2:42][CH2:43][CH2:44][CH2:45][CH2:46][CH2:47][CH2:48][CH2:49][CH2:50][CH2:51][CH2:52][CH2:53][CH3:54])=[O:55].